From a dataset of the Open Reaction Database (ORD), a public repository of structured organic reaction records. describe an organic reaction: reactants, conditions, products, and yield Product: C(C)(C)(C)C1=CC=C(C=C1)S(=O)(=O)NC1=C(C=C(C=C1)Cl)C(=O)C1=NC(=CC=C1)C (4-tert-Butyl-N-[4-chloro-2-(6-methyl-pyridine-2-carbonyl)-phenyl]-benzenesulfonamide). Reactants: N-Aryl-benzenesulfonamides, NC1=C(C=C(C=C1)Cl)C(=O)C1=NC(=CC=C1)C ((2-Amino-5-chloro-phenyl)-(6-methyl-pyridin-2-yl)-methanone), C(C)(C)(C)C1=CC=C(C=C1)S(=O)(=O)Cl (4-tert-Butyl-benzenesulfonyl chloride). RXN SMILES: [NH2:1][C:2]1[CH:7]=[CH:6][C:5]([Cl:8])=[CH:4][C:3]=1[C:9]([C:11]1[CH:16]=[CH:15][CH:14]=[C:13]([CH3:17])[N:12]=1)=[O:10].[C:18]([C:22]1[CH:27]=[CH:26][C:25]([S:28](Cl)(=[O:30])=[O:29])=[CH:24][CH:23]=1)([CH3:21])([CH3:20])[CH3:19]>>[C:18]([C:22]1[CH:27]=[CH:26][C:25]([S:28]([NH:1][C:2]2[CH:7]=[CH:6][C:5]([Cl:8])=[CH:4][C:3]=2[C:9]([C:11]2[CH:16]=[CH:15][CH:14]=[C:13]([CH3:17])[N:12]=2)=[O:10])(=[O:30])=[O:29])=[CH:24][CH:23]=1)([CH3:21])([CH3:19])[CH3:20]. Procedure details: The title compound was prepared according to the general procedure for the synthesis of N-Aryl-benzenesulfonamides previously described using (2-Amino-5-chloro-phenyl)-(6-methyl-pyridin-2-yl)-methanone and 4-tert-Butyl-benzenesulfonyl chloride and purified by HPLC. 1H NMR: δ 1.29 (s, 9H), 2.94 (s, 3H), 7.42-7.46 (m, 3 H), 7.51 (d, J=8.8 Hz,1H), 7.58 (d, J=2.0 Hz, 1H), 7.62 (d, J=7.2 Hz, 1 H), 7.66 (d, J=6.8 Hz, 1 H), 7.74 (d, J=8.0 Hz, 1 H), 8.1 (bs, 1H). MS: M/z 443.1 (M++1). The reactants are C(C)(=O)NC1CN(CC1)C1=C(C(=C2C(C(=CN(C2=C1)C1=C(C=CC=C1)OCOCCOC)C(=O)OCC)=O)F)F (Ethyl 7-(3-acetamidopyrrolidin-1-yl)-5,6-difluoro-1-(2-methoxyethoxymethoxyphenyl)-4-oxo-4H-quinoline-3-carboxylate), C(C1=CC=CC=C1)N (benzylamine). Product: C(C)(=O)NC1CN(CC1)C1=C(C(=C2C(C(=CN(C2=C1)C1=C(C=CC=C1)OCOCCOC)C(=O)OCC)=O)NCC1=CC=CC=C1)F (Ethyl 7-(3-acetamidopyrrolidin-1-yl)-5-benzylamino-6-fluoro-1-(2-methoxyethoxymethoxyphenyl) -4-oxo-4 H-quinoline-3-carboxylate). Reaction SMILES: [C:1]([NH:4][CH:5]1[CH2:9][CH2:8][N:7]([C:10]2[CH:19]=[C:18]3[C:13]([C:14](=[O:38])[C:15]([C:33]([O:35][CH2:36][CH3:37])=[O:34])=[CH:16][N:17]3[C:20]3[CH:25]=[CH:24][CH:23]=[CH:22][C:21]=3[O:26][CH2:27][O:28][CH2:29][CH2:30][O:31][CH3:32])=[C:12](F)[C:11]=2[F:40])[CH2:6]1)(=[O:3])[CH3:2].[CH2:41]([NH2:48])[C:42]1[CH:47]=[CH:46][CH:45]=[CH:44][CH:43]=1>>[C:1]([NH:4][CH:5]1[CH2:9][CH2:8][N:7]([C:10]2[CH:19]=[C:18]3[C:13]([C:14](=[O:38])[C:15]([C:33]([O:35][CH2:36][CH3:37])=[O:34])=[CH:16][N:17]3[C:20]3[CH:25]=[CH:24][CH:23]=[CH:22][C:21]=3[O:26][CH2:27][O:28][CH2:29][CH2:30][O:31][CH3:32])=[C:12]([NH:48][CH2:41][C:42]3[CH:47]=[CH:46][CH:45]=[CH:44][CH:43]=3)[C:11]=2[F:40])[CH2:6]1)(=[O:3])[CH3:2]. Reported procedure: Ethyl 7-(3-acetamidopyrrolidin-1-yl)-5,6-difluoro-1-(2-methoxyethoxymethoxyphenyl)-4-oxo-4H-quinoline-3-carboxylate is reacted with benzylamine by a procedure similar to that of Example 22 step 3 to prepare the title compound. Yields the product COC1=NC(=NC(=C1)OC)OC=1C(=NC(=CC1)NC)C(=O)O (3-[(4,6-dimethoxypyrimidin-2-yl)oxy]-6 -methylaminopicolinic acid). Reported procedure: 195.6 g (0.54 mol) of methyl 6-(N-acetyl-N-methylamino)-3-[(4,6-dimethoxypyrimidin-2-yl)oxy]picolinate was dissolved in 1.5 l of methanol. The solution was added to 335 g of a 20% potassium hydroxide aqueous solution, and the mixture was stirred for one hour at 50° C. The reaction solution was concentrated, and 1 l of ice water was added thereto. The mixture was acidified (to about pH4) with an aqueous citric acid solution and left to cool. Precipitated crystals were collected by filtration and ... The solvent is CO (methanol). RXN SMILES: [C:1]([N:4]([C:6]1[N:11]=[C:10]([C:12]([O:14]C)=[O:13])[C:9]([O:16][C:17]2[N:22]=[C:21]([O:23][CH3:24])[CH:20]=[C:19]([O:25][CH3:26])[N:18]=2)=[CH:8][CH:7]=1)C)(=O)C.[OH-].[K+].O>CO>[CH3:24][O:23][C:21]1[CH:20]=[C:19]([O:25][CH3:26])[N:18]=[C:17]([O:16][C:9]2[C:10]([C:12]([OH:14])=[O:13])=[N:11][C:6]([NH:4][CH3:1])=[CH:7][CH:8]=2)[N:22]=1 |f:1.2|. Yield: 67.7%. Conditions: temperature 50 celsius, time 1 hour. Starting materials: C(C)(=O)N(C)C1=CC=C(C(=N1)C(=O)OC)OC1=NC(=CC(=N1)OC)OC (methyl 6-(N-acetyl-N-methylamino)-3-[(4,6-dimethoxypyrimidin-2-yl)oxy]picolinate), [OH-].[K+] (potassium hydroxide), O (water), [OH-].[K+] (potassium hydroxide). Starting materials: [H-].[Na+] (sodium hydride), C(=O)(OC(C)(C)C)N[C@H](CO)C(=O)O (N—BOC-D-serine), FC1=CC=C(CBr)C=C1 (4-fluorobenzyl bromide). Solvent: CN(C)C=O (DMF), CN(C)C=O (DMF). Conditions: temperature 0 celsius, time 30 minute. Product: C(C)(C)(C)OC(=O)N[C@@H](C(=O)O)COCC1=CC=C(C=C1)F ((R)-2-tert-Butoxycarbonylamino-3-(4-fluoro-benzyloxy)-propionic acid). RXN SMILES: [C:1]([NH:8][C@@H:9]([C:12]([OH:14])=[O:13])[CH2:10][OH:11])([O:3][C:4]([CH3:7])([CH3:6])[CH3:5])=[O:2].[H-].[Na+].[F:17][C:18]1[CH:25]=[CH:24][C:21]([CH2:22]Br)=[CH:20][CH:19]=1>CN(C=O)C>[C:4]([O:3][C:1]([NH:8][C@H:9]([CH2:10][O:11][CH2:22][C:21]1[CH:24]=[CH:25][C:18]([F:17])=[CH:19][CH:20]=1)[C:12]([OH:14])=[O:13])=[O:2])([CH3:7])([CH3:6])[CH3:5] |f:1.2|. Reported procedure: A solution of N—BOC-D-serine (2.00 g, 9.75 mmol) in DMF (25 ml) was cooled to 0° C. under nitrogen atmosphere and sodium hydride (60% in mineral oil) (0.82 g, 20.47 mmol) was added portionwise over 15 minutes. After stirring at 0° C. for 30 minutes, 4-fluorobenzyl bromide (1.82 g, 9.75 mmol) in DMF (5 ml) was added. The ice bath was removed and the reaction mixture was stirred at room temperature overnight. The reaction mixture was partitioned between EtOAc (100 ml) and water (50 ml). The aqueou... The reactants are C(C)N1C(C(NC2=C1N=CC=C2)=O)=O (4-ethyl-1,2,3,4-tetrahydro-2,3-dioxo-pyrido(2,3-e)pyrazine), [N+](#[C-])CC1=NOC(=N1)C1CC1 (3-isocyanomethyl-5-cyclopropyl-1,2,4-oxadiazole). As a reaction SMILES: [CH2:1]([N:3]1[C:8]2[N:9]=[CH:10][CH:11]=[CH:12][C:7]=2[NH:6][C:5](=O)[C:4]1=[O:14])[CH3:2].[N+:15]([CH2:17][C:18]1[N:22]=[C:21]([CH:23]2[CH2:25][CH2:24]2)[O:20][N:19]=1)#[C-:16]>>[CH:23]1([C:21]2[O:20][N:19]=[C:18]([C:17]3[N:15]=[CH:16][N:6]4[C:7]5[CH:12]=[CH:11][CH:10]=[N:9][C:8]=5[N:3]([CH2:1][CH3:2])[C:4](=[O:14])[C:5]=34)[N:22]=2)[CH2:25][CH2:24]1. Procedure: 3-(5-cyclopropyl-1,2,4-oxadiazol-3-yl)-5-ethyl-4,5-dihydro-4-oxo-imidazo(1,5-a)pyrido(2,3-e)pyrazine was prepared from 4-ethyl-1,2,3,4-tetrahydro-2,3-dioxo-pyrido(2,3-e)pyrazine and 3-isocyanomethyl-5-cyclopropyl-1,2,4-oxadiazole. M.p. 254.3°-255.4° C. Yields the product C1(CC1)C1=NC(=NO1)C=1N=CN2C1C(N(C1=C2C=CC=N1)CC)=O (3-(5-cyclopropyl-1,2,4-oxadiazol-3-yl)-5-ethyl-4,5-dihydro-4-oxo-imidazo(1,5-a)pyrido(2,3-e)pyrazine). Starting materials: CC1=CC=C(C=C1)C(=O)C (4-methylacetophenone), C(C1=CC=CC=C1)=O (benzaldehyde), S(O)(O)(=O)=O (sulfuric acid), [OH-].[Na+] (sodium hydroxide), S(O)(O)(=O)=O (sulfuric acid), [I-].[Na+] (sodium iodide), O.NN (hydrazine hydrate). Solvent: O (water). Conditions: temperature 40 celsius, time 2 hour. The product is C1(=CC=CC=C1)C1=NNC(=C1)C1=CC=C(C=C1)C (3-phenyl-5-(4-methylphenyl)pyrazole). Isolated yield 90.0%. RXN SMILES: [CH3:1][C:2]1[CH:7]=[CH:6][C:5]([C:8]([CH3:10])=O)=[CH:4][CH:3]=1.[CH:11](=O)[C:12]1[CH:17]=[CH:16][CH:15]=[CH:14][CH:13]=1.S(=O)(=O)(O)O.[I-].[Na+].O.[NH2:27][NH2:28].[OH-].[Na+]>O>[C:12]1([C:11]2[CH:10]=[C:8]([C:5]3[CH:6]=[CH:7][C:2]([CH3:1])=[CH:3][CH:4]=3)[NH:28][N:27]=2)[CH:17]=[CH:16][CH:15]=[CH:14][CH:13]=1 |f:3.4,5.6,7.8|. Reported procedure: 67.2 parts (0.5 mol) of 4-methylacetophenone and 53 parts (0.5 mol) of benzaldehyde were simultaneously added dropwise at 40° C. to 326.7 parts (2 mol) of 60% strength by weight sulfuric acid. The mixture was stirred at 40° C. for 2 hours and the phases were then separated. The sulfuric acid phase was initially introduced into the reaction flask with 0.5 part (0.0033 mol) of sodium iodide and the organic phase was simultaneously added dropwise at 100° C. in the course of 30 minutes with 25 parts...